Dataset: the Open Reaction Database (ORD), a public repository of structured organic reaction records. Task: describe an organic reaction: reactants, conditions, products, and yield The yield is 70.5%. Run in CCOC(=O)C (EtOAc), C1CCOC1 (THF). Yields the product C(C)OC(=O)C1=CC(=C2C(=CN(C2=C1)C1CC1)Cl)OC (ethyl-3-chloro-1-cyclopropyl-4-(methoxy)-1H-indole-6-carboxylate). Conditions: temperature 60 celsius, time 2 hour. Procedure: To a stirred solution of 1.29 g of ethyl 1-cyclopropyl-4-methoxy-1H-indole-6-carboxylate in 13 ml of THF was added 801 mg of N-chlorosuccinimide and the mixture was stirred at 60° C. for 2 hrs. After diluted with EtOAc, the mixture was washed successively with water and saturated brine, dried over Na2SO4, and concentrated. The residue was purified on SiO2 column chromatography to afford 1.03 g of ethyl-3-chloro-1-cyclopropyl-4-(methoxy)-1H-indole-6-carboxylate as a colorless solid. RXN SMILES: [CH:1]1([N:4]2[C:12]3[C:7](=[C:8]([O:18][CH3:19])[CH:9]=[C:10]([C:13]([O:15][CH2:16][CH3:17])=[O:14])[CH:11]=3)[CH:6]=[CH:5]2)[CH2:3][CH2:2]1.[Cl:20]N1C(=O)CCC1=O>C1COCC1.CCOC(C)=O>[CH2:16]([O:15][C:13]([C:10]1[CH:11]=[C:12]2[C:7]([C:6]([Cl:20])=[CH:5][N:4]2[CH:1]2[CH2:2][CH2:3]2)=[C:8]([O:18][CH3:19])[CH:9]=1)=[O:14])[CH3:17]. Reactants: C1(CC1)N1C=CC2=C(C=C(C=C12)C(=O)OCC)OC (ethyl 1-cyclopropyl-4-methoxy-1H-indole-6-carboxylate), ClN1C(CCC1=O)=O (N-chlorosuccinimide). Reactants: O[C@H]1C[C@@H]2C(N([C@H]1C2)CC2=CC=C(C=C2)OC)=O ((1S,4R,6S)-6-hydroxy-2-(4-methoxybenzyl)-2-azabicyclo[2.2.1]-heptan-3-one), [H-].[Na+] (NaH), CI (CH3I). Solvent: C1CCOC1 (THF). Conditions: temperature 40 celsius, time 30 minute. The product is CO[C@H]1C[C@@H]2C(N([C@H]1C2)CC2=CC=C(C=C2)OC)=O ((1S,4R,6S)-6-methoxy-2-(4-methoxybenzyl)-2-azabicyclo[2.2.1]heptan-3-one). As a reaction SMILES: [OH:1][C@@H:2]1[C@@H:7]2[CH2:8][C@@H:4]([C:5](=[O:18])[N:6]2[CH2:9][C:10]2[CH:15]=[CH:14][C:13]([O:16][CH3:17])=[CH:12][CH:11]=2)[CH2:3]1.[H-].[Na+].[CH3:21]I>C1COCC1>[CH3:21][O:1][C@@H:2]1[C@@H:7]2[CH2:8][C@@H:4]([C:5](=[O:18])[N:6]2[CH2:9][C:10]2[CH:15]=[CH:14][C:13]([O:16][CH3:17])=[CH:12][CH:11]=2)[CH2:3]1 |f:1.2|. Reported procedure: To a solution of the (1S,4R,6S)-6-hydroxy-2-(4-methoxybenzyl)-2-azabicyclo[2.2.1]-heptan-3-one (500 mg, 2.02 mmol) in anhydrous THF (20 mL) was added NaH (60 wt %, 4.04 mmol) at room temperature. The mixture was stirred at 40° C. for 30 min. After cooling to room temperature, CH3I (0.41 mL, 8.08 mmol) was added. The reaction mixture was stirred for 1 h at ambient temperature and quenched with water (50 mL), extracted by EtOAc. The combined organic extracts were washed with brine, dried over Na2S... Reactants: C(C)N1N=CC=2C1=NC1=CC=CC=C1C2NCC2CCC(CC2)C(=O)O (1-ethyl-N-[(4-carboxycyclohexyl)methyl]-1H-pyrazolo[3,4-b]quinolin-4-amine), C1CCOC1 (THF), [H-].[Al+3].[Li+].[H-].[H-].[H-] (lithium aluminum hydride), [H-].[Al+3].[Li+].[H-].[H-].[H-] (lithium aluminum hydride), [OH-].[Na+] (NaOH). The solvent is O (water), O (water). Product: C(C)N1N=CC=2C1=NC1=CC=CC=C1C2NCC2CCC(CC2)CO (1-ethyl-N-[(4-hydroxy methylcyclohexyl)methyl]-1H-pyrazolo[3,4-b]quinolin-4-amine). RXN SMILES: [CH2:1]([N:3]1[C:7]2=[N:8][C:9]3[C:14]([C:15]([NH:16][CH2:17][CH:18]4[CH2:23][CH2:22][CH:21]([C:24](O)=[O:25])[CH2:20][CH2:19]4)=[C:6]2[CH:5]=[N:4]1)=[CH:13][CH:12]=[CH:11][CH:10]=3)[CH3:2].C1COCC1.[H-].[Al+3].[Li+].[H-].[H-].[H-].[OH-].[Na+]>O>[CH2:1]([N:3]1[C:7]2=[N:8][C:9]3[C:14]([C:15]([NH:16][CH2:17][CH:18]4[CH2:23][CH2:22][CH:21]([CH2:24][OH:25])[CH2:20][CH2:19]4)=[C:6]2[CH:5]=[N:4]1)=[CH:13][CH:12]=[CH:11][CH:10]=3)[CH3:2] |f:2.3.4.5.6.7,8.9|. Procedure: A mixture of 1-ethyl-N-[(4-carboxycyclohexyl)methyl]-1H-pyrazolo[3,4-b]quinolin-4-amine (5.0 g), THF (100 ml) and lithium aluminum hydride (3.0 g) was refluxed overnight. Additional lithium aluminum hydride (1.0 g) was added and the mixture was heated at reflux for another hour. The reaction mixture was cooled, water (4 ml), then 10% NaOH (4 ml) and finally water (12 ml) were added and the mixture was heated to reflux and then filtered. The collected solids were heated at reflux in THF for 10 mi... The solvent is C1(=CC=CC=C1)C (toluene). RXN SMILES: [C:1]1([C@@H:7]2[N:12]([S:13]([C:16]3[CH:21]=[CH:20][C:19]([CH3:22])=[CH:18][CH:17]=3)(=[O:15])=[O:14])[CH2:11][CH:10]3[C@@:8]2([C:23]([OH:25])=O)[CH2:9]3)[CH:6]=[CH:5][CH:4]=[CH:3][CH:2]=1.S(Cl)([Cl:28])=O>C1(C)C=CC=CC=1.CN(C=O)C>[C:1]1([C@@H:7]2[N:12]([S:13]([C:16]3[CH:21]=[CH:20][C:19]([CH3:22])=[CH:18][CH:17]=3)(=[O:15])=[O:14])[CH2:11][CH:10]3[C@@:8]2([C:23]([Cl:28])=[O:25])[CH2:9]3)[CH:6]=[CH:5][CH:4]=[CH:3][CH:2]=1. Procedure details: To racemic Intermediate 43, one enantiomer being (1S,2S)-2-phenyl-3-(toluene-4-sulfonyl)-3-aza-bicyclo[3.1.0]hexane-1-carboxylic acid (10.0 g, 28.0 mmol) slurried in toluene (67 mL) was added DMF (3 drops). The mixture was cooled to 0° C. and thionyl chloride (5.72 mL, 78.4 mmol) was added dropwise with stirring. The homogeneous solution was heated to 73° C. for 2.5 hours. The solvent was removed at reduced pressure. The residue was brought up in toluene two times and the solvent was removed at ... Run at temperature 0 celsius. The reagents and catalysts are CN(C)C=O (DMF). Yield: 99.8%. Reactants: Intermediate 43, C1(=CC=CC=C1)[C@H]1[C@@]2(CC2CN1S(=O)(=O)C1=CC=C(C=C1)C)C(=O)O ((1S,2S)-2-phenyl-3-(toluene-4-sulfonyl)-3-aza-bicyclo[3.1.0]hexane-1-carboxylic acid), S(=O)(Cl)Cl (thionyl chloride). Yields the product C1(=CC=CC=C1)[C@H]1[C@@]2(CC2CN1S(=O)(=O)C1=CC=C(C)C=C1)C(=O)Cl ((1S,2S)-2-Phenyl-3-tosyl-3-aza-bicyclo[3.1.0]hexane-1-carbonyl chloride). Starting materials: N1=CC(=CC(=C1)C(=O)O)C(=O)O (3,5-pyridinedicarboxylic acid), diethyl ester, CC1=C(N=C(O1)C1=CC=CC=C1)CCOC1=CC=C(C=2SC=CC21)C=C2C(NC(S2)=O)=O (5-[[4-[2-(5-methyl-2-phenyl-4-oxazolyl)ethoxy]-benzo[b]thien-7-yl]methylene]-2,4-thiazolidinedione), CC1=C(N=C(O1)C1=CC=CC=C1)CCOC1=CC=C(C=2SC=CC21)C=C2C(NC(S2)=O)=O (5-[[4-[2-(5-methyl-2-phenyl-4-oxazolyl)ethoxy]benzo[b]thien-7-yl]methylene]-2,4-thiazolidinedione). Reaction conditions: temperature 260 celsius, time 5 hour. Yields the product CC1=C(N=C(O1)C1=CC=CC=C1)CCOC1=CC=C(C=2SC=CC21)CC2C(NC(S2)=O)=O (5-{[4-[2-(5-methyl-2-phenyl-oxazol-4-yl)ethoxy]benzo[b]thiophen-7-yl]methyl}-2,4-thiazolidinedione). Isolated yield 92.5%. RXN SMILES: N1C=C(C(O)=O)C=C(C(O)=O)C=1.[CH3:13][C:14]1[O:18][C:17]([C:19]2[CH:24]=[CH:23][CH:22]=[CH:21][CH:20]=2)=[N:16][C:15]=1[CH2:25][CH2:26][O:27][C:28]1[C:36]2[CH:35]=[CH:34][S:33][C:32]=2[C:31]([CH:37]=[C:38]2[S:42][C:41](=[O:43])[NH:40][C:39]2=[O:44])=[CH:30][CH:29]=1>>[CH3:13][C:14]1[O:18][C:17]([C:19]2[CH:24]=[CH:23][CH:22]=[CH:21][CH:20]=2)=[N:16][C:15]=1[CH2:25][CH2:26][O:27][C:28]1[C:36]2[CH:35]=[CH:34][S:33][C:32]=2[C:31]([CH2:37][CH:38]2[S:42][C:41](=[O:43])[NH:40][C:39]2=[O:44])=[CH:30][CH:29]=1. Procedure details: The content of the 1500 ml glass reactor was heated to 260° C. with a metal bath, while the content of the 1000 ml glass flask was heated to 145° C. The solution of 3,5-pyridinedicarboxylic acid, 1,4-dihydro-2,6-dimethyl-, diethyl ester was transferred within 1 to 2 minutes to the stirred solution of 5-[[4-[2-(5-methyl-2-phenyl-4-oxazolyl)ethoxy]-benzo[b]thien-7-yl]methylene]-2,4-thiazolidinedione. The temperature dropped to 220-230° C. and the mixture was heated again to 260° C. After 10 to 15 ...